Dataset: the Open Reaction Database (ORD), a public repository of structured organic reaction records. Task: describe an organic reaction: reactants, conditions, products, and yield Reactants: ClCCl, Cc1c(C(=O)Cl)nn(-c2ccc(Cl)cc2Cl)c1-c1ccc(Cl)cc1, N. The product is Cc1c(C(N)=O)nn(-c2ccc(Cl)cc2Cl)c1-c1ccc(Cl)cc1. RXN SMILES: [CH2:26]([Cl:27])[Cl:28].[Cl:2][c:3]1[cH:4][cH:5][c:6](-[c:9]2[c:10]([CH3:25])[c:11]([C:22](=[O:23])[Cl:24])[n:12][n:13]2-[c:14]2[c:15]([Cl:21])[cH:16][c:17]([Cl:20])[cH:18][cH:19]2)[cH:7][cH:8]1.[NH3:1]>>[NH2:1][C:22]([c:11]1[c:10]([CH3:25])[c:9](-[c:6]2[cH:5][cH:4][c:3]([Cl:2])[cH:8][cH:7]2)[n:13](-[c:14]2[c:15]([Cl:21])[cH:16][c:17]([Cl:20])[cH:18][cH:19]2)[n:12]1)=[O:23]. The reactants are B.C1CCOC1 (borane THF), N[C@@H](CNC(=O)C1CCOCC1)C1=CC=CC=C1 ((R)-tetrahydro-pyran-4-carboxylic acid (2-amino-2-phenyl-ethyl)-amide), CO (Methanol). The solvent is C1CCOC1 (THF). Yields the product C1(=CC=CC=C1)[C@H](CNCC1CCOCC1)N ((R)-1-Phenyl-N2-(tetrahydro-pyran-4-ylmethyl)-ethane-1,2-diamine). Yield: 71.3%. As a reaction SMILES: [NH2:1][C@H:2]([C:13]1[CH:18]=[CH:17][CH:16]=[CH:15][CH:14]=1)[CH2:3][NH:4][C:5]([CH:7]1[CH2:12][CH2:11][O:10][CH2:9][CH2:8]1)=O.B.C1COCC1.CO>C1COCC1>[C:13]1([C@@H:2]([NH2:1])[CH2:3][NH:4][CH2:5][CH:7]2[CH2:12][CH2:11][O:10][CH2:9][CH2:8]2)[CH:14]=[CH:15][CH:16]=[CH:17][CH:18]=1 |f:1.2|. Procedure: (R)-tetrahydro-pyran-4-carboxylic acid (2-amino-2-phenyl-ethyl)-amide (450 mg, 1.82 mmol) was dissolved in dry THF; and 5.45 ml of borane-THF complex (1M in THF, 5.45 mmol) was added. The solution was refluxed for 3 hours. The reaction was then cooled to room temperature. Methanol (7 ml) was added slowly through the condenser, and the reaction brought to reflux for a further 15 minutes. The reaction was again cooled to room temperature; and the volatiles were removed under high vacuum. More meth... The reactants are Cl.C(C)(C)(C)C1=CC2=C(NC(=N2)CCCCCl)C=C1 (5-tert-butyl-2-(4-chloro-butyl)-1H-benzoimidazole hydrochloride), C(C)(C)N (isopropylamine). The product is C(C)(C)(C)C1=CC2=C(NC(=N2)CCCCNC(C)C)C=C1 ([4-(5-tert-Butyl-1H-benzoimidazol-2-yl)-butyl]-isopropylamine). Yield: 51.3%. As a reaction SMILES: Cl.[C:2]([C:6]1[CH:19]=[CH:18][C:9]2[NH:10][C:11]([CH2:13][CH2:14][CH2:15][CH2:16]Cl)=[N:12][C:8]=2[CH:7]=1)([CH3:5])([CH3:4])[CH3:3].[CH:20]([NH2:23])([CH3:22])[CH3:21]>>[C:2]([C:6]1[CH:19]=[CH:18][C:9]2[NH:10][C:11]([CH2:13][CH2:14][CH2:15][CH2:16][NH:23][CH:20]([CH3:22])[CH3:21])=[N:12][C:8]=2[CH:7]=1)([CH3:5])([CH3:4])[CH3:3] |f:0.1|. Reported procedure: A solution of 5-tert-butyl-2-(4-chloro-butyl)-1H-benzoimidazole hydrochloride (500 mg, 1.66 mmol) in isopropylamine (6 ml, 70.04 mmol) was heated to 80° in a sealed tube overnight. The reaction was cooled to RT and solvent evaporated. The residue was purified by flash column chromatography over silica gel, eluted with MeOH in DCM from 2% to 10% gradually to yield 245 mg (51%) of clean product as a yellow oil; MS (ESI+) for C18H29N3 m/z 1 [M+H]+, 288.50; HPLC purity 99% (ret. time, 1.12 min). 1H ... Reactants: ClC1=CC=C(C=C1)N1N=CC(=C1C)C(=O)Cl (1-(4-chlorophenyl)-5-methylpyrazole-4-carboxylic chloride), NC=1C=CC(=C(C#N)C1)N1CCC(CC1)C1=CC=CC=C1 (5-amino-2-(4-phenylpiperidin-1-yl)benzonitrile). Yields the product ClC1=CC=C(C=C1)N1N=CC(=C1C)C(=O)NC1=CC(=C(C=C1)N1CCC(CC1)C1=CC=CC=C1)C#N (1-(4-Chlorophenyl)-N-[3-cyano-4-(4-phenylpiperidin-1-yl)phenyl]-5-methylpyrazole-4-carboxamide). Yield: 60.2%. RXN SMILES: [Cl:1][C:2]1[CH:7]=[CH:6][C:5]([N:8]2[C:12]([CH3:13])=[C:11]([C:14](Cl)=[O:15])[CH:10]=[N:9]2)=[CH:4][CH:3]=1.[NH2:17][C:18]1[CH:19]=[CH:20][C:21]([N:26]2[CH2:31][CH2:30][CH:29]([C:32]3[CH:37]=[CH:36][CH:35]=[CH:34][CH:33]=3)[CH2:28][CH2:27]2)=[C:22]([CH:25]=1)[C:23]#[N:24]>>[Cl:1][C:2]1[CH:7]=[CH:6][C:5]([N:8]2[C:12]([CH3:13])=[C:11]([C:14]([NH:17][C:18]3[CH:19]=[CH:20][C:21]([N:26]4[CH2:27][CH2:28][CH:29]([C:32]5[CH:37]=[CH:36][CH:35]=[CH:34][CH:33]=5)[CH2:30][CH2:31]4)=[C:22]([C:23]#[N:24])[CH:25]=3)=[O:15])[CH:10]=[N:9]2)=[CH:4][CH:3]=1. Procedure: By the reaction and treatment in the same manner as in Example 150 using 1-(4-chlorophenyl)-5-methylpyrazole-4-carboxylic chloride (0.6 g) and 5-amino-2-(4-phenylpiperidin-1-yl)benzonitrile (0.65 g), the title compound (0.7 g) was obtained, melting point: 186–188° C. The reactants are C(CCC)C=1NC(C(N1)=CN(C)C)=O (2-butyl-4-dimethylaminomethylene-2-imidazolin-5-one), O=P(Cl)(Cl)Cl (POCl3), [OH-].[Na+] (sodium hydroxide). Solvent: O (water), O (water). Reaction conditions: temperature 100 celsius. The product is C(CCC)C=1NC(=C(N1)C=O)Cl (2-butyl-5-chloroimidazole-4-carbaldehyde). Isolated yield 93.0%. As a reaction SMILES: [CH2:1]([C:5]1[NH:6][C:7](=O)[C:8](=[CH:10]N(C)C)[N:9]=1)[CH2:2][CH2:3][CH3:4].O=P(Cl)(Cl)[Cl:17].[OH-:20].[Na+]>O>[CH2:1]([C:5]1[NH:6][C:7]([Cl:17])=[C:8]([CH:10]=[O:20])[N:9]=1)[CH2:2][CH2:3][CH3:4] |f:2.3|. Reported procedure: A mixture of 1.00 g (5.12 mmol) of 2-butyl-4-dimethylaminomethylene-2-imidazolin-5-one and 3.20 g (20.48 mmol) of POCl3 was heated at 100° C. for 45 minutes. Then, 1.76 g of POCl3 was distilled off on the Rotavapor, and the residue was treated with 6 ml of ethyl acetate. The mixture thus obtained was added to 20 ml of water, and the water was stirred at room temperature for 5 minutes. Then, the pH was adjusted from 0.34 to 7, using 30 percent strength sodium hydroxide solution. The mixture was e...